This data is from the Open Reaction Database (ORD), a public repository of structured organic reaction records. The task is: describe an organic reaction: reactants, conditions, products, and yield The reactants are COC(C1=C(C(=CC=C1[N+](=O)[O-])O[Si](C)(C)C(C)(C)C)C)=O (3-(tert-butyl-dimethyl-silanyloxy)-2-methyl-6-nitro-benzoic acid methyl ester), BrN1C(CCC1=O)=O (N-bromosuccinimide). Reagents/catalysts: N(=NC(C#N)(C)C)C(C#N)(C)C (2,2′-azobisisobutyronitrile). The solvent is C(Cl)(Cl)(Cl)Cl (CCl4). Conditions: temperature 80 celsius, time 22 hour. Yields the product COC(C1=C(C(=CC=C1[N+](=O)[O-])O[Si](C)(C)C(C)(C)C)CBr)=O (2-bromomethyl-3-(tert-butyl-dimethyl-silanyloxy)-6-nitro-benzoic acid methyl ester). The yield is 124.2%. As a reaction SMILES: [CH3:1][O:2][C:3](=[O:22])[C:4]1[C:9]([N+:10]([O-:12])=[O:11])=[CH:8][CH:7]=[C:6]([O:13][Si:14]([C:17]([CH3:20])([CH3:19])[CH3:18])([CH3:16])[CH3:15])[C:5]=1[CH3:21].[Br:23]N1C(=O)CCC1=O>C(Cl)(Cl)(Cl)Cl.N(C(C)(C)C#N)=NC(C)(C)C#N>[CH3:1][O:2][C:3](=[O:22])[C:4]1[C:9]([N+:10]([O-:12])=[O:11])=[CH:8][CH:7]=[C:6]([O:13][Si:14]([C:17]([CH3:18])([CH3:19])[CH3:20])([CH3:15])[CH3:16])[C:5]=1[CH2:21][Br:23]. Reported procedure: To a solution of 3-(tert-butyl-dimethyl-silanyloxy)-2-methyl-6-nitro-benzoic acid methyl ester (8.9 g, 25.1 mmol) and N-bromosuccinimide (5.36 g, 30.1 mmol) in 50 mL of CCl4 is added 2,2′-azobisisobutyronitrile (412 mg, 2.5 mmol) at room temperature. The reaction mixture is stirred at 80° C. for 22 hours and then cooled to room temperature and then quenched by crushed ice. The mixture is extracted with dichloromethane and washed with aqueous NaHCO3 solution followed by brine, dried over Na2SO4, ... The reactants are O1NCC2=C1C=C1C(=C2)C=CO1 (dihydrofuro[3,2-f]-1,2-benzisoxazole), COC(=O)/C=C/C1=CC2=C(C(=C1)O)OC(C2C(=O)OC)C=3C=CC(=C(C3)O)O (dihydrobenzofuran), FC1=C(C(=O)Cl)C=CC=C1 (o-fluorobenzoyl chloride). Yields the product C(C1=CC=CC=C1)(=O)C1=CC=CC=C1 (benzophenone). Reaction SMILES: O1C2C=C3OC=CC3=CC=2CN1.COC(/C=C/C1[CH:24]=[C:23](O)[C:22]2[O:26][CH:27]([C:33]3[CH:34]=[CH:35][C:36](O)=[C:37](O)[CH:38]=3)[CH:28]([C:29](OC)=O)[C:21]=2C=1)=O.FC1C=CC=CC=1C(Cl)=O>>[C:27]([C:28]1[CH:21]=[CH:22][CH:23]=[CH:24][CH:29]=1)(=[O:26])[C:33]1[CH:38]=[CH:37][CH:36]=[CH:35][CH:34]=1. Procedure: Reaction Scheme 2 proved to be useful for preparing compounds with different substituents at the 8-position of the dihydrofuro[3,2-f]-1,2-benzisoxazole nucleus. In this process, a dihydrobenzofuran intermediate (5) (prepared in Scheme 3) was subjected to a Friedel-Crafts reaction with o-fluorobenzoyl chloride to give the benzophenone intermediates (6) or (7). Use of mild reaction conditions in this acylation reaction gave the methyl ether (6) whereas more vigorous conditions led directly to the ... The reactants are 26, C(C)(=O)Cl (acetyl chloride), CN(C)CC1=CC=C(OCC(=O)N2CCN(CC2)C2=C(C=C(C=C2)N2C(O[C@H](C2)CNC(CC)=S)=O)F)C=C1 (N-[((5S)-3{4-[4-({4-[(Dimethylamino)methyl]phenoxy}acetyl)piperazin-1-yl]-3-fluorophenyl}-2-oxo-1,3-oxazolidin-5-yl)methyl]propanethioamide). Solvent: C(C)N(CC)CC (triethylamine). Product: CN(C)CC1=CC=C(OCC(=O)N2CCN(CC2)C2=C(C=C(C=C2)N2C(O[C@H](C2)CNC(C)=O)=O)F)C=C1 (N-[((5S)-3-{4-[4-({4-[(Dimethylamino)methyl]phenoxy}acetyl)piperazin-1-yl]-3-fluorophenyl}-2-oxo-1,3-oxazolidin-5-yl)methyl]acetamide). Reaction SMILES: [CH3:1][N:2]([CH2:4][C:5]1[CH:39]=[CH:38][C:8]([O:9][CH2:10][C:11]([N:13]2[CH2:18][CH2:17][N:16]([C:19]3[CH:24]=[CH:23][C:22]([N:25]4[CH2:29][C@H:28]([CH2:30][NH:31][C:32](=S)[CH2:33]C)[O:27][C:26]4=[O:36])=[CH:21][C:20]=3[F:37])[CH2:15][CH2:14]2)=[O:12])=[CH:7][CH:6]=1)[CH3:3].C(Cl)(=[O:42])C>C(N(CC)CC)C>[CH3:1][N:2]([CH2:4][C:5]1[CH:6]=[CH:7][C:8]([O:9][CH2:10][C:11]([N:13]2[CH2:14][CH2:15][N:16]([C:19]3[CH:24]=[CH:23][C:22]([N:25]4[CH2:29][C@H:28]([CH2:30][NH:31][C:32](=[O:42])[CH3:33])[O:27][C:26]4=[O:36])=[CH:21][C:20]=3[F:37])[CH2:17][CH2:18]2)=[O:12])=[CH:38][CH:39]=1)[CH3:3]. Procedure details: As described for the preparation of 27, the reaction of 26 (prepared from 264 mg of 25) with acetyl chloride and triethylamine gave the acetamide which was purified by silica gel chromatography with 5% MeOH-0.5%NH4OH—CH2Cl2 followed by crystallization from Et2OAc to give 73 mg of 29, a white solid; 1HNMR [300 MHz, (CD3)2SO] δ 1.81 (s, 3H), 2.45 (s, 6H), 2.93. 3.00 (s, s, 4H), 3.38 (t, 2H), 3.60 (s, 4H), 3.68 (dd, 1H), 3.85 (s, 2H), 4.06 (t, 1H), 4.69 (m, 1H), 4.88 (s, 2H), 6.94 (d, 2H), 7.06 (t,... The reactants are C(C)(=O)N(C1=C(CN(C(C(=O)OC)=C)S(=O)(=O)C2=CC=C(C=C2)OC)C=CC=C1)C(C)=O (methyl 2-[(2-diacetylaminobenzyl)-(4-methoxybenzenesulfonyl)amino]acrylate), C([O-])(O)=O.[Na+] (sodium bicarbonate). The solvent is CO (methanol). Run at time 8 hour. The product is C(C)(=O)N1CC(N(CC2=C1C=CC=C2)S(=O)(=O)C2=CC=C(C=C2)OC)C(=O)OC (Methyl 1-Acetyl-4-(4-methoxybenzenesulfonyl)-2,3,4,5-tetrahydro-1H-[1,4]benzodiazepine-3-carboxylate). Isolated yield 92.8%. As a reaction SMILES: C([N:4]([C:30](=[O:32])[CH3:31])[C:5]1[CH:29]=[CH:28][CH:27]=[CH:26][C:6]=1[CH2:7][N:8]([S:15]([C:18]1[CH:23]=[CH:22][C:21]([O:24][CH3:25])=[CH:20][CH:19]=1)(=[O:17])=[O:16])[C:9](=[CH2:14])[C:10]([O:12][CH3:13])=[O:11])(=O)C.C(=O)(O)[O-].[Na+]>CO>[C:30]([N:4]1[C:5]2[CH:29]=[CH:28][CH:27]=[CH:26][C:6]=2[CH2:7][N:8]([S:15]([C:18]2[CH:19]=[CH:20][C:21]([O:24][CH3:25])=[CH:22][CH:23]=2)(=[O:16])=[O:17])[CH:9]([C:10]([O:12][CH3:13])=[O:11])[CH2:14]1)(=[O:32])[CH3:31] |f:1.2|. Procedure details: To a solution of 0.70 g (1.52 mmol) of methyl 2-[(2-diacetylaminobenzyl)-(4-methoxybenzenesulfonyl)amino]acrylate in 5 ml of anhydrous methanol was added 0.332 g (3.95 mmol) of anhydrous sodium bicarbonate. The mixture was stirred at room temperature overnight and the solvent removed under vacuum. To the residue was added ethyl acetate and H2O. The organic layer was separated, washed with brine and dried with Na2SO4. The solvent was removed and the residue dried under vacuum to give 0.59 g of wh... The reactants are O=C(O)c1ccc(Br)o1, CCCCCCCCC=CCCCCCCCCO, Cc1ccc(C)cc1, CC(=O)O, [H-], [Na+], O. Yields the product CCCCCCCCC=CCCCCCCCCOc1ccc(C(=O)O)o1. RXN SMILES: [Br:1][c:2]1[cH:3][cH:4][c:5]([C:7](=[O:8])[OH:9])[o:6]1.[CH2:10]([CH2:11][CH2:12][CH2:13][CH2:14][CH2:15][CH2:16][CH2:17][CH:18]=[CH:19][CH2:20][CH2:21][CH2:22][CH2:23][CH2:24][CH2:25][CH2:26][CH3:27])[OH:28].[CH3:31][c:32]1[cH:33][cH:34][c:35]([CH3:36])[cH:37][cH:38]1.[CH3:40][C:41](=[O:42])[OH:43].[H-:29].[Na+:30].[OH2:39]>>[c:2]1([O:28][CH2:10][CH2:11][CH2:12][CH2:13][CH2:14][CH2:15][CH2:16][CH2:17][CH:18]=[CH:19][CH2:20][CH2:21][CH2:22][CH2:23][CH2:24][CH2:25][CH2:26][CH3:27])[cH:3][cH:4][c:5]([C:7](=[O:8])[OH:9])[o:6]1. Starting materials: C(C1=CC=CC=C1)(=O)SCC=1C(C(=C(C(C1CSC(C1=CC=CC=C1)=O)=O)CSC(C1=CC=CC=C1)=O)CSC(C1=CC=CC=C1)=O)=O (2,3,5,6-tetra-(benzoylthiomethyl)-p-benzoquinone), [OH-].[Na+] (sodium hydroxide), O (water). Solvent: C(CO)O (ethylene glycol). Run at time 5 hour. Product: C1=C2C(=CS1)C(C=1C(=CSC1)C2=O)=O (4,8-dihydrobenzo[1,2-c:4,5-c']dithiophene-4,8-dione). Isolated yield 72.9%. As a reaction SMILES: C(SC[C:11]1[C:12](=[O:48])[C:13]([CH2:38][S:39][C:40](=O)C2C=CC=CC=2)=[C:14](CSC(=O)C2C=CC=CC=2)[C:15](=[O:27])[C:16]=1[CH2:17][S:18][C:19](=O)C1C=CC=CC=1)(=O)C1C=CC=CC=1.[OH-].[Na+].O>C(O)CO>[CH:38]1[S:39][CH:40]=[C:14]2[C:15](=[O:27])[C:16]3[C:11]([C:12](=[O:48])[C:13]=12)=[CH:19][S:18][CH:17]=3 |f:1.2|. Reported procedure: 48.5 g (68.5 millimoles) of 2,3,5,6-tetra-(benzoylthiomethyl)-p-benzoquinone were suspended in 450 ml of ethylene glycol, and 32.8 g (411 millimoles) of 50% strength sodium hydroxide solution were added, while stirring thoroughly. A strong jet of compressed air was then passed through the reaction mixture, and the latter was slowly heated up. At an internal temperature of 70° C., the dark mixture became homogeneous. The internal temperature was increased to 90°-100° C., and thorough stirring was... Reactants: C(=O)(OCC)C=1C=NC2=CC=C(C=C2C1O)C1CCCCC1 (3-carboethoxy-4-hydroxy- 6-cyclohexyl-quinoline), Cl (hydrochloric acid). Run in O (water), C(C)O (ethanol), [OH-].[Na+] (sodium hydroxide). Yields the product OC1=C(C=NC2=CC=C(C=C12)C1CCCCC1)C(=O)O (4-hydroxy-6-cyclohexyl-quinoline-3-carboxylic acid). RXN SMILES: [C:1]([C:6]1[CH:7]=[N:8][C:9]2[C:14]([C:15]=1[OH:16])=[CH:13][C:12]([CH:17]1[CH2:22][CH2:21][CH2:20][CH2:19][CH2:18]1)=[CH:11][CH:10]=2)([O:3]CC)=[O:2].Cl>C(O)C.[OH-].[Na+].O>[OH:16][C:15]1[C:14]2[C:9](=[CH:10][CH:11]=[C:12]([CH:17]3[CH2:22][CH2:21][CH2:20][CH2:19][CH2:18]3)[CH:13]=2)[N:8]=[CH:7][C:6]=1[C:1]([OH:3])=[O:2] |f:3.4|. Procedure: A solution of 11 g of 3-carboethoxy-4-hydroxy- 6-cyclohexyl-quinoline in 300 ml of ethanol and 50 ml of 10 N sodium hydroxide solution is heated for 3 hours on a water bath. It is then diluted with 200 ml of water and the clear solution is acidified with concentrated hydrochloric acid, whereupon a solid precipitate results. This is filtered off and recrystallised from ethanol or dimethylformamide, and gives 4-hydroxy-6-cyclohexyl-quinoline-3-carboxylic acid in the form of pale yellow crystals of... The reactants are O=C([O-])O, COc1ccc2ccc(OC)c(C=O)c2c1, ClCCl, [Na+]. The product is COc1ccc2ccc(O)c(C=O)c2c1. Reaction SMILES: [C:17](=[O:18])([O-:19])[OH:20].[CH3:1][O:2][c:3]1[c:4]([CH:15]=[O:16])[c:5]2[cH:6][c:7]([O:13][CH3:14])[cH:8][cH:9][c:10]2[cH:11][cH:12]1.[Cl:22][CH2:23][Cl:24].[Na+:21]>>[OH:2][c:3]1[c:4]([CH:15]=[O:16])[c:5]2[cH:6][c:7]([O:13][CH3:14])[cH:8][cH:9][c:10]2[cH:11][cH:12]1.